Dataset: the Open Reaction Database (ORD), a public repository of structured organic reaction records. Task: describe an organic reaction: reactants, conditions, products, and yield The reactants are ClC1=NC2=C3N=CC=CC3=CC=C2C=C1 (2-chloro-1,10-phenanthroline), C([O-])([O-])=O.[Na+].[Na+] (sodium carbonate), CC1(OB(OC1(C)C)C=1C=C(C=C(C1)B1OC(C(O1)(C)C)(C)C)C1=NC(=NC(=N1)C1=CC=CC=C1)C1=CC=CC=C1)C (2-[3,5-bis(4,4,5,5-tetramethyl-1,3,2-dioxaborolan-2-yl)phenyl]-4,6-diphenyl-1,3,5-triazine), [Cl-].[Li+] (lithium chloride). The reagents and catalysts are [Pd].C1(=CC=CC=C1)P(C1=CC=CC=C1)C1=CC=CC=C1.C1(=CC=CC=C1)P(C1=CC=CC=C1)C1=CC=CC=C1.C1(=CC=CC=C1)P(C1=CC=CC=C1)C1=CC=CC=C1.C1(=CC=CC=C1)P(C1=CC=CC=C1)C1=CC=CC=C1 (tetrakis(triphenylphosphine) palladium). The solvent is C1(=CC=CC=C1)C (toluene), C(C)O (ethanol). Reaction conditions: temperature 100 celsius, time 94 hour. Yields the product N1=C(C=CC2=CC=C3C=CC=NC3=C12)C=1C=C(C=C(C1)C1=NC2=C3N=CC=CC3=CC=C2C=C1)C1=NC(=NC(=N1)C1=CC=CC=C1)C1=CC=CC=C1 (2-[3,5-bis(1,10-phenanthrolin-2-yl)phenyl]-4,6-diphenyl-1,3,5-triazine). RXN SMILES: Cl[C:2]1[CH:15]=[CH:14][C:13]2[C:4](=[C:5]3[C:10](=[CH:11][CH:12]=2)[CH:9]=[CH:8][CH:7]=[N:6]3)[N:3]=1.CC1(C)C(C)(C)OB([C:24]2[CH:25]=[C:26]([C:39]3[N:44]=[C:43]([C:45]4[CH:50]=[CH:49][CH:48]=[CH:47][CH:46]=4)[N:42]=[C:41]([C:51]4[CH:56]=[CH:55][CH:54]=[CH:53][CH:52]=4)[N:40]=3)[CH:27]=[C:28](B3OC(C)(C)C(C)(C)O3)[CH:29]=2)O1.[Cl-].[Li+].C(=O)([O-])[O-].[Na+].[Na+]>[Pd].C1(P(C2C=CC=CC=2)C2C=CC=CC=2)C=CC=CC=1.C1(P(C2C=CC=CC=2)C2C=CC=CC=2)C=CC=CC=1.C1(P(C2C=CC=CC=2)C2C=CC=CC=2)C=CC=CC=1.C1(P(C2C=CC=CC=2)C2C=CC=CC=2)C=CC=CC=1.C(O)C.C1(C)C=CC=CC=1>[N:3]1[C:4]2[C:13](=[CH:12][CH:11]=[C:10]3[C:5]=2[N:6]=[CH:7][CH:8]=[CH:9]3)[CH:14]=[CH:15][C:2]=1[C:28]1[CH:27]=[C:26]([C:39]2[N:40]=[C:41]([C:51]3[CH:52]=[CH:53][CH:54]=[CH:55][CH:56]=3)[N:42]=[C:43]([C:45]3[CH:46]=[CH:47][CH:48]=[CH:49][CH:50]=3)[N:44]=2)[CH:25]=[C:24]([C:7]2[CH:8]=[CH:9][C:10]3[C:5](=[C:4]4[C:13](=[CH:12][CH:11]=3)[CH:14]=[CH:15][CH:2]=[N:3]4)[N:6]=2)[CH:29]=1 |f:2.3,4.5.6,7.8.9.10.11|. Procedure: In a stream of argon, 4.26 g of 2-chloro-1,10-phenanthroline, 4.67 g 2-[3,5-bis(4,4,5,5-tetramethyl-1,3,2-dioxaborolan-2-yl)phenyl]-4,6-diphenyl-1,3,5-triazine, 1.06 g of lithium chloride and 767 mg of tetrakis(triphenylphosphine) palladium were suspended in a toluene (200 mL)/ethanol (50 mL) mixed solvent. 33.2 mL of a 2.0 M aqueous sodium carbonate solution was added in the suspension, and the mixture was stirred at 100° C. for 94 hours. Then the reaction mixture was left to be cooled to room ... The reactants are O=C([O-])[O-], O=C([O-])O, COC(=O)c1ccc(-c2ccccc2)cc1NC(=O)c1cc(OCCBr)ccc1OCc1ccccc1, CCNCC, CCOC(C)=O, CC(C)=O, [K+], [K+], [Na+], O. As a reaction SMILES: [C:1](=[O:2])([O-:3])[O-:4].[C:49](=[O:50])([OH:51])[O-:52].[CH2:12]([c:13]1[cH:14][cH:15][cH:16][cH:17][cH:18]1)[O:19][c:20]1[c:21]([C:22](=[O:23])[NH:24][c:25]2[c:26]([C:27](=[O:28])[O:29][CH3:30])[cH:31][cH:32][c:33](-[c:35]3[cH:36][cH:37][cH:38][cH:39][cH:40]3)[cH:34]2)[cH:41][c:42]([O:45][CH2:46][CH2:47][Br:48])[cH:43][cH:44]1.[CH2:7]([CH3:8])[NH:9][CH2:10][CH3:11].[CH3:54][CH2:55][O:56][C:57](=[O:58])[CH3:59].[CH3:61][C:62](=[O:63])[CH3:64].[K+:5].[K+:6].[Na+:53].[OH2:60]>>[CH2:7]([CH3:8])[N:9]([CH2:10][CH3:11])[CH2:47][CH2:46][O:45][c:42]1[cH:41][c:21]([C:22](=[O:23])[NH:24][c:25]2[c:26]([C:27](=[O:28])[O:29][CH3:30])[cH:31][cH:32][c:33](-[c:35]3[cH:36][cH:37][cH:38][cH:39][cH:40]3)[cH:34]2)[c:20]([O:19][CH2:12][c:13]2[cH:14][cH:15][cH:16][cH:17][cH:18]2)[cH:44][cH:43]1. Yields the product CCN(CC)CCOc1ccc(OCc2ccccc2)c(C(=O)Nc2cc(-c3ccccc3)ccc2C(=O)OC)c1. Reactants: CNCC1=CC=CC2=CC=CC=C12 (N-methyl-1-naphthylmethylamine), C(C)O (ethanol), C=O (paraformaldehyde). The solvent is ClCCl (dichloromethane). Conditions: time 1 hour. Yields the product C(C)OCN(C)CC1=CC=CC2=CC=CC=C12 (N-Ethoxymethyl-N-methyl-1-naphthylmethylamine). RXN SMILES: [CH3:1][NH:2][CH2:3][C:4]1[C:13]2[C:8](=[CH:9][CH:10]=[CH:11][CH:12]=2)[CH:7]=[CH:6][CH:5]=1.[CH2:14]([OH:16])[CH3:15].[CH2:17]=O>ClCCl>[CH2:14]([O:16][CH2:1][N:2]([CH2:3][C:4]1[C:13]2[C:8](=[CH:9][CH:10]=[CH:11][CH:12]=2)[CH:7]=[CH:6][CH:5]=1)[CH3:17])[CH3:15]. Procedure: 21 g of N-methyl-1-naphthylmethylamine and 9 g of abs. ethanol are treated under ice-cooling in portions with 3.6 g of paraformaldehyde and the mixture stirred for 1 hour at room temperature. The reaction mixture is treated with dichloromethane, filtered and concentrated. The pure product is obtained as a pale yellow oil following vacuum distillation (1.3 mbar/135°-138°). The reactants are C1(CC1)C=1C=CC(=NC1SCC(C)C)C(=O)O (5-cyclopropyl-6-(isobutylthio)picolinic acid), N[C@H](C(=O)N)CC(C)C ((2S)-2-amino-4-methyl-pentanamide). Yields the product C(N)(=O)[C@H](CC(C)C)NC(=O)C1=NC(=C(C=C1)C1CC1)SCC(C)C (5-Cyclopropyl-6-isobutylsulfanyl-pyridine-2-carboxylic acid ((S)-1-carbamoyl-3-methyl-butyl)-amide). As a reaction SMILES: [CH:1]1([C:4]2[CH:5]=[CH:6][C:7]([C:15]([OH:17])=O)=[N:8][C:9]=2[S:10][CH2:11][CH:12]([CH3:14])[CH3:13])[CH2:3][CH2:2]1.[NH2:18][C@@H:19]([CH2:23][CH:24]([CH3:26])[CH3:25])[C:20]([NH2:22])=[O:21]>>[C:20]([C@@H:19]([NH:18][C:15]([C:7]1[CH:6]=[CH:5][C:4]([CH:1]2[CH2:2][CH2:3]2)=[C:9]([S:10][CH2:11][CH:12]([CH3:13])[CH3:14])[N:8]=1)=[O:17])[CH2:23][CH:24]([CH3:26])[CH3:25])(=[O:21])[NH2:22]. Procedure: The title compound was synthesized in analogy to Example 1, using 5-cyclopropyl-6-(isobutylthio)picolinic acid and (2S)-2-amino-4-methyl-pentanamide (CAN 687-51-4) as starting materials. MS (EI): m/e=364.5 [M+H]+. Reactants: [BH3-]C#N, CCN(CC)C(=O)c1ccc(C(c2cccc3cccnc23)N2CCNCC2)cc1, CO, CC(=O)O, [Na+], [Na+], [OH-], O=Cc1ccsc1. Yields the product CCN(CC)C(=O)c1ccc(C(c2cccc3cccnc23)N2CCN(Cc3ccsc3)CC2)cc1. As a reaction SMILES: [C:38]([BH3-:39])#[N:40].[CH2:1]([CH3:2])[N:3]([C:4]([c:5]1[cH:6][cH:7][c:8]([CH:11]([N:12]2[CH2:13][CH2:14][NH:15][CH2:16][CH2:17]2)[c:18]2[cH:19][cH:20][cH:21][c:22]3[cH:23][cH:24][cH:25][n:26][c:27]23)[cH:9][cH:10]1)=[O:28])[CH2:29][CH3:30].[CH3:44][OH:45].[CH3:46][C:47](=[O:48])[OH:49].[Na+:41].[Na+:43].[OH-:42].[s:31]1[cH:32][c:33]([CH:36]=[O:37])[cH:34][cH:35]1>>[CH2:1]([CH3:2])[N:3]([C:4]([c:5]1[cH:6][cH:7][c:8]([CH:11]([N:12]2[CH2:13][CH2:14][N:15]([CH2:36][c:33]3[cH:32][s:31][cH:35][cH:34]3)[CH2:16][CH2:17]2)[c:18]2[cH:19][cH:20][cH:21][c:22]3[cH:23][cH:24][cH:25][n:26][c:27]23)[cH:9][cH:10]1)=[O:28])[CH2:29][CH3:30]. Starting materials: NC1=C(C=C(C=C1)C1=NC2=C(N1)C=CC(=C2)N2CCN(CC2)CCO)[N+](=O)[O-] (2-{4-[2-(4-amino-3-nitro-phenyl)-1H-benzoimidazol-5-yl]-piperazin-1-yl}-ethanol). The reagents and catalysts are [Pd] (palladium on carbon). The solvent is C(C)(=O)OCC.CO (ethyl acetate methanol). Run at time 1 day. The product is NC=1C=C(C=CC1N)C1=NC2=C(N1)C=CC(=C2)N2CCN(CC2)CCO (2-{4-[2-(3,4-diamino-phenyl)-1H-benzoimidazol-5-yl]-piperazin-1-yl}-ethanol). Reaction SMILES: [NH2:1][C:2]1[CH:7]=[CH:6][C:5]([C:8]2[NH:12][C:11]3[CH:13]=[CH:14][C:15]([N:17]4[CH2:22][CH2:21][N:20]([CH2:23][CH2:24][OH:25])[CH2:19][CH2:18]4)=[CH:16][C:10]=3[N:9]=2)=[CH:4][C:3]=1[N+:26]([O-])=O>[Pd].C(OCC)(=O)C.CO>[NH2:26][C:3]1[CH:4]=[C:5]([C:8]2[NH:12][C:11]3[CH:13]=[CH:14][C:15]([N:17]4[CH2:22][CH2:21][N:20]([CH2:23][CH2:24][OH:25])[CH2:19][CH2:18]4)=[CH:16][C:10]=3[N:9]=2)[CH:6]=[CH:7][C:2]=1[NH2:1] |f:2.3|. Procedure details: To a solution of 2-{4-[2-(4-amino-3-nitro-phenyl)-1H-benzoimidazol-5-yl]-piperazin-1-yl}-ethanol (1.0 g, 2.6 mmol) in 4:1 ethyl acetate/methanol (100 ml) under nitrogen, was added 5% palladium on carbon (200 mg) and the mixture was first evacuated and then stirred at room temperature under an atmosphere of hydrogen for 1 day. The reaction mixture was then filtered through Celite, washed with 1:1 ethyl acetate/methanol (10 mL) and the combined filtrate and washings were concentrated to give the c...